Dataset: the Open Reaction Database (ORD), a public repository of structured organic reaction records. Task: describe an organic reaction: reactants, conditions, products, and yield Starting materials: O=C1NC(=O)C2(N1)C(=O)N(Cc1ccc(Br)cc1F)c1ccccc12, CC(C)(C)C(=O)OCCl, CS(C)=O, Cl, [K+], [OH-], O. Product: CC(C)(C)C(=O)OCN1C(=O)NC2(C1=O)C(=O)N(Cc1ccc(Br)cc1F)c1ccccc12. As a reaction SMILES: [Br:3][c:4]1[cH:5][c:6]([F:27])[c:7]([CH2:8][N:9]2[C:10](=[O:24])[C:11]3([NH:12][C:13](=[O:17])[NH:14][C:15]3=[O:16])[c:18]3[cH:19][cH:20][cH:21][cH:22][c:23]32)[cH:25][cH:26]1.[C:28]([C:29]([CH3:30])([CH3:31])[CH3:32])(=[O:33])[O:34][CH2:35][Cl:36].[CH3:38][S:39](=[O:40])[CH3:41].[ClH:37].[K+:2].[OH-:1].[OH2:42]>>[Br:3][c:4]1[cH:5][c:6]([F:27])[c:7]([CH2:8][N:9]2[C:10](=[O:24])[C:11]3([NH:12][C:13](=[O:17])[N:14]([CH2:35][O:34][C:28]([C:29]([CH3:30])([CH3:31])[CH3:32])=[O:33])[C:15]3=[O:16])[c:18]3[cH:19][cH:20][cH:21][cH:22][c:23]32)[cH:25][cH:26]1.